This data is from the Open Reaction Database (ORD), a public repository of structured organic reaction records. The task is: describe an organic reaction: reactants, conditions, products, and yield Reactants: ClCCl, CC(=O)OC(C)=O, CCN(C(C)C)C(C)C, COc1cc2ncnc(Nc3cccc(Cl)c3F)c2cc1OC1CCCNC1, Cl. Product: COc1cc2ncnc(Nc3cccc(Cl)c3F)c2cc1OC1CCCN(C(C)=O)C1. RXN SMILES: [CH2:46]([Cl:47])[Cl:48].[CH3:1][C:2](=[O:3])[O:4][C:5](=[O:6])[CH3:7].[CH:37]([N:38]([CH:39]([CH3:40])[CH3:41])[CH2:42][CH3:43])([CH3:44])[CH3:45].[Cl:9][c:10]1[c:11]([F:36])[c:12]([NH:13][c:14]2[n:15][cH:16][n:17][c:18]3[cH:19][c:20]([O:31][CH3:32])[c:21]([O:24][CH:25]4[CH2:26][NH:27][CH2:28][CH2:29][CH2:30]4)[cH:22][c:23]23)[cH:33][cH:34][cH:35]1.[ClH:8]>>[CH3:1][C:2](=[O:3])[N:27]1[CH2:26][CH:25]([O:24][c:21]2[c:20]([O:31][CH3:32])[cH:19][c:18]3[n:17][cH:16][n:15][c:14]([NH:13][c:12]4[c:11]([F:36])[c:10]([Cl:9])[cH:35][cH:34][cH:33]4)[c:23]3[cH:22]2)[CH2:30][CH2:29][CH2:28]1. Starting materials: C(C)OC=1C=C(C(=O)O)C=C(C1OCC)OCC (3,4,5-triethoxybenzoic acid), resultant solution. The solvent is Br (HBr), C(C)(=O)O (acetic acid). The product is C(C)OC=1C=C(C(=O)O)C=C(C1O)OCC (3,5-Diethoxy-4-hydroxybenzoic acid). RXN SMILES: [CH2:1]([O:3][C:4]1[CH:5]=[C:6]([CH:10]=[C:11]([O:16][CH2:17][CH3:18])[C:12]=1[O:13]CC)[C:7]([OH:9])=[O:8])[CH3:2]>Br.C(O)(=O)C>[CH2:17]([O:16][C:11]1[CH:10]=[C:6]([CH:5]=[C:4]([O:3][CH2:1][CH3:2])[C:12]=1[OH:13])[C:7]([OH:9])=[O:8])[CH3:18]. Reported procedure: 100 g of 3,4,5-triethoxybenzoic acid was dissolved in 150 ml of a 48% aqueous HBr solution and 300 ml of acetic acid, and the resultant solution was heated at 100° C. for 2 hr while stirring. The reaction mixture was cooled, and the formed precipitate was separated by filtration and washed with water. The solid was recrystallized from 1 l of ethanol to prepare 50 g of the product compound as a white solid. Reactants: COc1cc2c(-c3c(-c4ccccn4)nn4c3CCC4)ccnc2cc1OCc1ccccc1, CO, CCO, C1=CCC=CC1. Product: COc1cc2c(-c3c(-c4ccccn4)nn4c3CCC4)ccnc2cc1O. Reaction SMILES: [CH2:1]([c:2]1[cH:3][cH:4][cH:5][cH:6][cH:7]1)[O:8][c:9]1[c:10]([O:33][CH3:34])[cH:11][c:12]2[c:13](-[c:19]3[c:20]4[n:21]([n:22][c:23]3-[c:24]3[n:25][cH:26][cH:27][cH:28][cH:29]3)[CH2:30][CH2:31][CH2:32]4)[cH:14][cH:15][n:16][c:17]2[cH:18]1.[CH3:41][OH:42].[CH3:43][CH2:44][OH:45].[CH:35]1=[CH:40][CH2:39][CH:38]=[CH:37][CH2:36]1>>[OH:8][c:9]1[c:10]([O:33][CH3:34])[cH:11][c:12]2[c:13](-[c:19]3[c:20]4[n:21]([n:22][c:23]3-[c:24]3[n:25][cH:26][cH:27][cH:28][cH:29]3)[CH2:30][CH2:31][CH2:32]4)[cH:14][cH:15][n:16][c:17]2[cH:18]1. Reactants: C1(=CC=C(C=C1)S(=O)(=O)O)C (p-toluenesulfonic acid), O1C(CCCC1)OCC1=CC=C(C=C1)C1=C(C=CC=C1)NC(=O)OC (4-(tetrahydropyranyloxy)methyl-2'-(methoxycarbonyl)amino-1,1'-biphenyl), C([O-])(O)=O.[Na+] (sodium bicarbonate). Run in C(C)(=O)OCC (ethyl acetate), CO (methanol). Run at time 1 hour. Product: OCC1=CC=C(C=C1)C1=C(C=CC=C1)NC(=O)OC (4-Hydroxymethyl-2'-(methoxycarbonyl)amino-1,1'-biphenyl). Yield: 72.7%. As a reaction SMILES: O1CCCCC1[O:7][CH2:8][C:9]1[CH:14]=[CH:13][C:12]([C:15]2[CH:20]=[CH:19][CH:18]=[CH:17][C:16]=2[NH:21][C:22]([O:24][CH3:25])=[O:23])=[CH:11][CH:10]=1.C1(C)C=CC(S(O)(=O)=O)=CC=1.C(=O)(O)[O-].[Na+]>CO.C(OCC)(=O)C>[OH:7][CH2:8][C:9]1[CH:10]=[CH:11][C:12]([C:15]2[CH:20]=[CH:19][CH:18]=[CH:17][C:16]=2[NH:21][C:22]([O:24][CH3:25])=[O:23])=[CH:13][CH:14]=1 |f:2.3|. Reported procedure: The crude 4-(tetrahydropyranyloxy)methyl-2'-(methoxycarbonyl)amino-1,1'-biphenyl (250 mg) dissolved in 4 mL of methanol was treated with 1 mL of 10% methanolic p-toluenesulfonic acid. The reaction mixture was stirred at room temperature for 1 hour. The reaction mixture was made basic by the addition of saturated aqueous sodium bicarbonate, then diluted with ethyl acetate. The organic layer was washed with water (2×), dried over magnesium sulfate and evaporated under vacuum. The residue was purif...